From a dataset of the Open Reaction Database (ORD), a public repository of structured organic reaction records. describe an organic reaction: reactants, conditions, products, and yield Reactants: Cl.Cl.Cl.NC1=NC=NN2C1=C(C(=C2CN2CCNCC2)CN2CC(NCC2)=O)C=2SC1=C(C2)C=C(C=C1OC)C (4-{[4-Amino-5-(7-methoxy-5-methyl-1-benzothiophen-2-yl)-7-(piperazin-1-ylmethyl)pyrrolo-[2,1-f][1,2,4]triazin-6-yl]methyl}piperazin-2-one trihydrochloride), C(C)(=O)OC(C)=O (Acetic acid anhydride), C(=O)O (formic acid). Run in N1=CC=CC=C1 (pyridine), ClCCl (dichloromethane), solution, CO (methanol). Conditions: time 2 hour. Yields the product NC1=NC=NN2C1=C(C(=C2CN2CCN(CC2)C=O)CN2CC(NCC2)=O)C=2SC1=C(C2)C=C(C=C1OC)C (4-({4-Amino-5-(7-methoxy-5-methyl-1-benzothiophen-2-yl)-6-[(3-oxopiperazin-1-yl)methyl]-pyrrolo[2,1-f][1,2,4]triazin-7-yl}methyl)piperazine-1-carbaldehyde). As a reaction SMILES: [C:1](OC(=O)C)(=[O:3])C.C(O)=O.Cl.Cl.Cl.[NH2:14][C:15]1[C:20]2=[C:21]([C:39]3[S:40][C:41]4[C:47]([O:48][CH3:49])=[CH:46][C:45]([CH3:50])=[CH:44][C:42]=4[CH:43]=3)[C:22]([CH2:31][N:32]3[CH2:37][CH2:36][NH:35][C:34](=[O:38])[CH2:33]3)=[C:23]([CH2:24][N:25]3[CH2:30][CH2:29][NH:28][CH2:27][CH2:26]3)[N:19]2[N:18]=[CH:17][N:16]=1>ClCCl.N1C=CC=CC=1.CO>[NH2:14][C:15]1[C:20]2=[C:21]([C:39]3[S:40][C:41]4[C:47]([O:48][CH3:49])=[CH:46][C:45]([CH3:50])=[CH:44][C:42]=4[CH:43]=3)[C:22]([CH2:31][N:32]3[CH2:37][CH2:36][NH:35][C:34](=[O:38])[CH2:33]3)=[C:23]([CH2:24][N:25]3[CH2:26][CH2:27][N:28]([CH:1]=[O:3])[CH2:29][CH2:30]3)[N:19]2[N:18]=[CH:17][N:16]=1 |f:2.3.4.5|. Procedure details: Acetic acid anhydride (498 μl, 5.17 mmol) and formic acid (237 μl, 6.28 mmol) were stirred first 2 h at 50° C. and then overnight at rt. Subsequently, the mixture was diluted with dichloromethane (5.1 ml), and 1.16 ml of this solution were added to a solution of Example 49 (233 mg, 370 μmol) in pyridine (89 μl). After stirring at rt for 2 h, the mixture was diluted with methanol and then evaporated. The residue was purified by preparative RP-HPLC (Reprosil C18, gradient 10-95% acetonitrile/0.1% ... The reactants are B(F)(F)F.CCOCC (boron trifluoride etherate), C(C1=CC=CC=C1)SC=1C=C(C(=O)O)C=CC1C(=O)OC (3-benzylmercapto-4-carbomethoxy benzoic acid). The solvent is O1CCCC1 (tetrahydrofuran), [BH4-].[Na+] (sodium borohydride), Cl (hydrochloric acid), O (water). Conditions: time 3.5 hour. The product is C(C1=CC=CC=C1)SC=1C=C(CO)C=CC1C(=O)OC (3-benzylmercapto-4-carbomethoxy benzyl alcohol). The yield is 65.2%. Reaction SMILES: B(F)(F)F.CCOCC.[CH2:10]([S:17][C:18]1[CH:19]=[C:20]([CH:24]=[CH:25][C:26]=1[C:27]([O:29][CH3:30])=[O:28])[C:21](O)=[O:22])[C:11]1[CH:16]=[CH:15][CH:14]=[CH:13][CH:12]=1>O1CCCC1.[BH4-].[Na+].Cl.O>[CH2:10]([S:17][C:18]1[CH:19]=[C:20]([CH:24]=[CH:25][C:26]=1[C:27]([O:29][CH3:30])=[O:28])[CH2:21][OH:22])[C:11]1[CH:12]=[CH:13][CH:14]=[CH:15][CH:16]=1 |f:0.1,4.5|. Reported procedure: 28 ml of boron trifluoride etherate is added to a suspension of 46 g of crude 3-benzylmercapto-4-carbomethoxy benzoic acid in 750 ml of anhydrous tetrahydrofuran and 7 g of sodium borohydride. The reaction mixture is stirred for 3-4 hours at room temperature, then diluted with about 20 ml of 2N hydrochloric acid and 500 ml of water. The product obtained is extracted with ether and the ether extract is washed with water and saturated sodium chloride solution, dried over sodium sulfate and evapora... Starting materials: Cl (hydrochloric acid), ClC=1C=C(C(=O)OC2=CC(=CC=C2)C)C=CN1 (3-methylphenyl 2-chloroisonicotinate), C(=O)=O (carbon dioxide), C=1(C(=CC=CC1)S(=O)(=O)N)C1=CC=CC=C1 (2-biphenylsulfonamide), C([O-])([O-])=O.[K+].[K+] (potassium carbonate). Solvent: O (water), C(C)(=O)OCC (ethyl acetate). Product: C=1(C(=CC=CC1)S(=O)(=O)NC(C1=CC(=NC=C1)Cl)=O)C1=CC=CC=C1 (N-(2-biphenylsulfonyl)-2-chloroisonicotinamide). Isolated yield 42.9%. Reaction SMILES: [Cl:1][C:2]1[CH:3]=[C:4]([CH:15]=[CH:16][N:17]=1)[C:5]([O:7]C1C=CC=C(C)C=1)=O.[C:18]1([C:28]2[CH:33]=[CH:32][CH:31]=[CH:30][CH:29]=2)[C:19]([S:24]([NH2:27])(=[O:26])=[O:25])=[CH:20][CH:21]=[CH:22][CH:23]=1.C(=O)([O-])[O-].[K+].[K+].C(=O)=O.Cl>C(OCC)(=O)C.O>[C:18]1([C:28]2[CH:29]=[CH:30][CH:31]=[CH:32][CH:33]=2)[C:19]([S:24]([NH:27][C:5](=[O:7])[C:4]2[CH:15]=[CH:16][N:17]=[C:2]([Cl:1])[CH:3]=2)(=[O:26])=[O:25])=[CH:20][CH:21]=[CH:22][CH:23]=1 |f:2.3.4|. Procedure details: 2.4 g (0.01 mol ) of 3-methylphenyl 2-chloroisonicotinate, 2.3 g (0.01 mol) of 2-biphenylsulfonamide and 1.4 g (0.01 mol) of anhydrous potassium carbonate were melted under agitation at 120° to 130° C. When the generation of gaseous carbon dioxide came to an end after 30 min to 1 hr., 50 ml of water were added and, then concentrated hydrochloric acid dropwise added to acidify. The organic layer obtained by extraction with ethyl acetate was dried and then concentrated to precipitate crude crystal... Starting materials: CC(C)(C)OC(=O)N1CCC(C(=O)Cc2ccccc2Br)CC1, O=C([O-])[O-], CCOC(C)=O, CN(C)C=O, [Cs+], [Cs+], O, [Pd], c1ccc(P(c2ccccc2)c2ccccc2)cc1, c1ccc(P(c2ccccc2)c2ccccc2)cc1, c1ccc(P(c2ccccc2)c2ccccc2)cc1, c1ccc(P(c2ccccc2)c2ccccc2)cc1, c1cncc(B2OCCCO2)c1. Yields the product CC(C)(C)OC(=O)N1CCC(C(=O)Cc2ccccc2-c2cccnc2)CC1. Reaction SMILES: [C:1]([CH3:2])([CH3:3])([CH3:4])[O:5][C:6](=[O:7])[N:8]1[CH2:9][CH2:10][CH:11]([C:14]([CH2:15][c:16]2[c:17]([Br:22])[cH:18][cH:19][cH:20][cH:21]2)=[O:23])[CH2:12][CH2:13]1.[C:36](=[O:37])([O-:38])[O-:39].[CH3:125][CH2:126][O:127][C:128](=[O:129])[CH3:130].[CH3:43][N:44]([CH3:45])[CH:46]=[O:47].[Cs+:40].[Cs+:41].[OH2:42].[Pd:48].[c:106]1([P:107]([c:108]2[cH:109][cH:110][cH:111][cH:112][cH:113]2)[c:114]2[cH:115][cH:116][cH:117][cH:118][cH:119]2)[cH:120][cH:121][cH:122][cH:123][cH:124]1.[c:49]1([P:50]([c:51]2[cH:52][cH:53][cH:54][cH:55][cH:56]2)[c:57]2[cH:58][cH:59][cH:60][cH:61][cH:62]2)[cH:63][cH:64][cH:65][cH:66][cH:67]1.[c:68]1([P:69]([c:70]2[cH:71][cH:72][cH:73][cH:74][cH:75]2)[c:76]2[cH:77][cH:78][cH:79][cH:80][cH:81]2)[cH:82][cH:83][cH:84][cH:85][cH:86]1.[c:87]1([P:88]([c:89]2[cH:90][cH:91][cH:92][cH:93][cH:94]2)[c:95]2[cH:96][cH:97][cH:98][cH:99][cH:100]2)[cH:101][cH:102][cH:103][cH:104][cH:105]1.[n:24]1[cH:25][c:26]([B:30]2[O:31][CH2:32][CH2:33][CH2:34][O:35]2)[cH:27][cH:28][cH:29]1>>[C:1]([CH3:2])([CH3:3])([CH3:4])[O:5][C:6](=[O:7])[N:8]1[CH2:9][CH2:10][CH:11]([C:14]([CH2:15][c:16]2[c:17](-[c:26]3[cH:25][n:24][cH:29][cH:28][cH:27]3)[cH:18][cH:19][cH:20][cH:21]2)=[O:23])[CH2:12][CH2:13]1. The reactants are C([O-])(O)=O.[Na+] (sodium bicarbonate), ClC1=CC=C(C(=O)NC(CC(=O)OCC)C(=O)C=2OC=CC2)C=C1 (ethyl 3-(4-chlorobenzoylamino)-3-(2-furylcarbonyl)propionate), ice water, P(=O)(Cl)(Cl)Cl (phosphorus oxychloride). Run in C(Cl)(Cl)Cl (chloroform). Product: ClC1=CC=C(C=C1)C=1OC(=C(N1)CC(=O)OCC)C=1OC=CC1 (ethyl 2-[2-(4-chlorophenyl)-5-(2-furyl)-4-oxazolyl]acetate). Isolated yield 85.5%. As a reaction SMILES: [Cl:1][C:2]1[CH:24]=[CH:23][C:5]([C:6]([NH:8][CH:9]([C:16]([C:18]2[O:19][CH:20]=[CH:21][CH:22]=2)=[O:17])[CH2:10][C:11]([O:13][CH2:14][CH3:15])=[O:12])=O)=[CH:4][CH:3]=1.P(Cl)(Cl)(Cl)=O.C(=O)(O)[O-].[Na+]>C(Cl)(Cl)Cl>[Cl:1][C:2]1[CH:24]=[CH:23][C:5]([C:6]2[O:17][C:16]([C:18]3[O:19][CH:20]=[CH:21][CH:22]=3)=[C:9]([CH2:10][C:11]([O:13][CH2:14][CH3:15])=[O:12])[N:8]=2)=[CH:4][CH:3]=1 |f:2.3|. Procedure: 37 g of ethyl 3-(4-chlorobenzoylamino)-3-(2-furylcarbonyl)propionate are dissolved in 150 ml of chloroform. 64.9 g of phosphorus oxychloride are added dropwise to the solution at room temperature, and the mixture is refluxed at 60° to 70° C. for 8 hours under stirring. After the reaction is completed, the mixture is poured into ice-water. The aqueous mixture is neutrallized with sodium bicarbonate and then extracted with ethyl acetate. The extract is washed with water, dried, treated with activa... The reactants are BrCCc1c[nH]c2ccccc12, Brc1ccc(OC2CCNCC2)cc1, O=C([O-])[O-], CC(C)O, Cl, [K+], [K+], c1ccccc1. Product: Brc1ccc(OC2CCN(CCc3c[nH]c4ccccc34)CC2)cc1. As a reaction SMILES: [Br:26][CH2:27][CH2:28][c:29]1[cH:30][nH:31][c:32]2[cH:33][cH:34][cH:35][cH:36][c:37]12.[Br:2][c:3]1[cH:4][cH:5][c:6]([O:7][CH:8]2[CH2:9][CH2:10][NH:11][CH2:12][CH2:13]2)[cH:14][cH:15]1.[C:16](=[O:17])([O-:18])[O-:19].[CH:22]([OH:23])([CH3:24])[CH3:25].[ClH:1].[K+:20].[K+:21].[cH:38]1[cH:39][cH:40][cH:41][cH:42][cH:43]1>>[Br:2][c:3]1[cH:4][cH:5][c:6]([O:7][CH:8]2[CH2:9][CH2:10][N:11]([CH2:27][CH2:28][c:29]3[cH:30][nH:31][c:32]4[cH:33][cH:34][cH:35][cH:36][c:37]34)[CH2:12][CH2:13]2)[cH:14][cH:15]1.